Dataset: the Open Reaction Database (ORD), a public repository of structured organic reaction records. Task: describe an organic reaction: reactants, conditions, products, and yield The reactants are CSC1=CNC=2C=CC3=C(C12)CCCC3C#N (6,7,8,9-Tetrahydro-1-(methylthio)-3H-benz[e]indole-6-carbonitrile), CO (methanol), C(CN)N (ethylenediamine). Solvent: C(Cl)Cl (methylene chloride). The product is N1C(=NCC1)C1CCCC=2C=3C(=CNC3C=CC21)SC (6,7,8,9-Tetrahydro-6-(4,5-dihydro-1H-imidazol-2-y)-1-(methylthio)-3H-benz[e]indole). Reaction SMILES: [CH3:1][S:2][C:3]1[C:11]2[C:10]3[CH2:12][CH2:13][CH2:14][CH:15]([C:16]#[N:17])[C:9]=3[CH:8]=[CH:7][C:6]=2[NH:5][CH:4]=1.CO.[CH2:20](N)[CH2:21][NH2:22]>C(Cl)Cl>[NH:17]1[CH2:20][CH2:21][N:22]=[C:16]1[CH:15]1[C:9]2[CH:8]=[CH:7][C:6]3[NH:5][CH:4]=[C:3]([S:2][CH3:1])[C:11]=3[C:10]=2[CH2:12][CH2:13][CH2:14]1. Procedure: The product from Example 123 (1.9 g) was dissolved in methylene chloride (35 ml) and methanol (1.5 ml) and reacted with ethylenediamine (3.5 ml) as in Example 35 giving the desired product (1.38 g). Reactants: ClC1=C(C(=CC=C1)Cl)Cl.[N+](=O)(O)[O-] (nitrate 1,2,3-trichlorobenzene), alkali metal hydroxide, OC1=C(C(=C(C=C1[N+](=O)[O-])[N+](=O)[O-])O)Cl (1,3-dihydroxy-2-chloro-4,6-dinitrobenzene), S(O)(O)(=O)=O.[N+](=O)(O)[O-] (sulphuric acid nitric acid), ClC1=C(C(=C(C=C1[N+](=O)[O-])[N+](=O)[O-])Cl)Cl (1,2,3-trichloro-4,6-dinitro-benzene). The reagents and catalysts are [Pd] (Pd). The solvent is CO.O (methanol water). The product is NC1=CC(=C(C=C1O)O)N (diaminoresorcinol). As a reaction SMILES: ClC1C=CC=C(Cl)C=1Cl.[N+]([O-])(O)=O.S(=O)(=O)(O)O.[N+]([O-])(O)=O.ClC1C([N+]([O-])=O)=CC([N+]([O-])=O)=C(Cl)C=1Cl.[OH:38][C:39]1[C:44]([N+:45]([O-])=O)=[CH:43][C:42]([N+:48]([O-])=O)=[C:41]([OH:51])[C:40]=1Cl>CO.O.[Pd]>[NH2:45][C:44]1[C:39]([OH:38])=[CH:40][C:41]([OH:51])=[C:42]([NH2:48])[CH:43]=1 |f:0.1,2.3,6.7|. Reported procedure: Because of the difficulties mentioned it has been tried to obtain diaminoresorcinol from another starting material. Thus, in EP 266,222 it is proposed to nitrate 1,2,3-trichlorobenzene in a sulphuric acid/nitric acid mixture to 1,2,3-trichloro-4,6-dinitro-benzene and to convert this compound, using an alkali metal hydroxide in methanol/water, into 1,3-dihydroxy-2-chloro-4,6-dinitrobenzene. The reduction of the latter compound on a Pd/activated charcoal catalyst gives diaminoresorcinol. However t... Reactants: CCOCC (Ether), O (water), COC(C(CC1=CC=C(C=C1)C1=CC=CC=C1)NC(=O)OC(C)(C)C)=O (t-butoxycarbonylamino-3-(biphenyl-4-yl)-propionic acid methyl ester). The solvent is [OH-].[Na+] (sodium hydroxide). Conditions: time 3 hour. Product: C(C)(C)(C)OC(=O)N[C@H](C(=O)O)CC1=CC=C(C=C1)C1=CC=CC=C1 ((S)-2(-t-butoxycarbonylamino)-3-(biphenyl-4-yl)-propionic acid). As a reaction SMILES: C[O:2][C:3](=[O:26])[CH:4]([NH:18][C:19]([O:21][C:22]([CH3:25])([CH3:24])[CH3:23])=[O:20])[CH2:5][C:6]1[CH:11]=[CH:10][C:9]([C:12]2[CH:17]=[CH:16][CH:15]=[CH:14][CH:13]=2)=[CH:8][CH:7]=1.CCOCC.O>[OH-].[Na+]>[C:22]([O:21][C:19]([NH:18][C@@H:4]([CH2:5][C:6]1[CH:7]=[CH:8][C:9]([C:12]2[CH:13]=[CH:14][CH:15]=[CH:16][CH:17]=2)=[CH:10][CH:11]=1)[C:3]([OH:26])=[O:2])=[O:20])([CH3:25])([CH3:23])[CH3:24] |f:3.4|. Procedure details: (S)-2-(t-butoxycarbonylamino-3-(biphenyl-4-yl)-propionic acid methyl ester (4.1 g, 11.5 mmol) is dissolved at room temperature in methanolic 1N sodium hydroxide (60 mL). The solution is stirred for 3 hours. Ether (30 mL) and water (30 mL) are added. The aqueous layer is separated and acidified with concentrated hydrochloric acid, then extracted with ether (2×20 mL) and dried over anhydrous sodium sulfate. Evaporation of the solvent under reduced pressure gives (S)-2(-t-butoxycarbonylamino)-3-(bi...